This data is from the Open Reaction Database (ORD), a public repository of structured organic reaction records. The task is: describe an organic reaction: reactants, conditions, products, and yield The reactants are CCO, Cl, Sc1nc2cccc3c2n1CCC3, ClCc1ccccn1. Yields the product c1ccc(CSc2nc3cccc4c3n2CCC4)nc1. Reaction SMILES: [CH3:23][CH2:24][OH:25].[ClH:22].[SH:1][c:2]1[n:3][c:4]2[cH:5][cH:6][cH:7][c:8]3[c:13]2[n:12]1[CH2:11][CH2:10][CH2:9]3.[c:14]1([CH2:20][Cl:21])[cH:15][cH:16][cH:17][cH:18][n:19]1>>[S:1]([c:2]1[n:3][c:4]2[cH:5][cH:6][cH:7][c:8]3[c:13]2[n:12]1[CH2:11][CH2:10][CH2:9]3)[CH2:20][c:14]1[cH:15][cH:16][cH:17][cH:18][n:19]1. The reactants are CC(C)(F)C1COCc2nc3c(N)nc4cc(OCc5ccccc5)ccc4c3n21, CCO. Yields the product CC(C)(F)C1COCc2nc3c(N)nc4cc(O)ccc4c3n21. As a reaction SMILES: [CH2:1]([c:2]1[cH:3][cH:4][cH:5][cH:6][cH:7]1)[O:8][c:9]1[cH:10][cH:11][c:12]2[c:13]3[c:14]([c:15]([NH2:19])[n:16][c:17]2[cH:18]1)[n:20][c:21]1[n:22]3[CH:23]([C:27]([CH3:28])([CH3:29])[F:30])[CH2:24][O:25][CH2:26]1.[CH3:31][CH2:32][OH:33]>>[OH:8][c:9]1[cH:10][cH:11][c:12]2[c:13]3[c:14]([c:15]([NH2:19])[n:16][c:17]2[cH:18]1)[n:20][c:21]1[n:22]3[CH:23]([C:27]([CH3:28])([CH3:29])[F:30])[CH2:24][O:25][CH2:26]1. The reactants are COC(=O)C=1C(=NC2=C(C=C(C=C2C1C1=CC=CC=C1)Cl)C)Cl (2,6-Dichloro-8-methyl-4-phenyl-quinoline-3-carboxylic acid methyl ester), FC1(CCNCC1)F (4,4-difluoro-piperidine). Product: ClC=1C=C2C(=C(C(=NC2=C(C1)C)N1CCC(CC1)(F)F)C(=O)O)C1=CC=CC=C1 (6-Chloro-2-(4,4-difluoro-piperidin-1-yl)-8-methyl-4-phenyl-quinoline-3-carboxylic acid). As a reaction SMILES: C[O:2][C:3]([C:5]1[C:6](Cl)=[N:7][C:8]2[C:13]([C:14]=1[C:15]1[CH:20]=[CH:19][CH:18]=[CH:17][CH:16]=1)=[CH:12][C:11]([Cl:21])=[CH:10][C:9]=2[CH3:22])=[O:4].[F:24][C:25]1([F:31])[CH2:30][CH2:29][NH:28][CH2:27][CH2:26]1>>[Cl:21][C:11]1[CH:12]=[C:13]2[C:8](=[C:9]([CH3:22])[CH:10]=1)[N:7]=[C:6]([N:28]1[CH2:29][CH2:30][C:25]([F:31])([F:24])[CH2:26][CH2:27]1)[C:5]([C:3]([OH:2])=[O:4])=[C:14]2[C:15]1[CH:20]=[CH:19][CH:18]=[CH:17][CH:16]=1. Reported procedure: The title compound was prepared in analogy to example 40 step D from 2,6-dichloro-8-methyl-4-phenyl-quinoline-3-carboxylic acid methyl ester (prepared as described in example 40 step C) and 4,4-difluoro-piperidine. Light yellow foam. MS (ESI): 417.2 (M+H)+.